This data is from the Open Reaction Database (ORD), a public repository of structured organic reaction records. The task is: describe an organic reaction: reactants, conditions, products, and yield The product is C(#N)N=C(NC=1C=C2C=CNC2=C(C1)I)N (N″-cyano-N-(7-iodo-1H-indol-5-yl)guanidine). Procedure details: A solution of 7-iodo-1H-indol-5-ylamine hydrochloride IV (24.6 g, 83.7 mmol) in N,N-dimethylformamide (400 mL) at 25° C. was treated with sodium dicyanamide (18.6 g, 209 mmol). The reaction mixture was warmed to 50° C. for 2 h, concentrated in vacuo, and the residue treated with water (500 mL). The resulting mixture was allowed to stand at 25° C. for 2.5 h during which time a yellow precipitate formed. The precipitate was collected by filtration and washed with water to afford N″-cyano-N-(7-iodo... Solvent: CN(C=O)C (N,N-dimethylformamide). The reactants are Cl.IC=1C=C(C=C2C=CNC12)N (7-iodo-1H-indol-5-ylamine hydrochloride), [N-](C#N)C#N.[Na+] (sodium dicyanamide). Reaction conditions: temperature 50 celsius, time 2.5 hour. Reaction SMILES: Cl.[I:2][C:3]1[CH:4]=[C:5]([NH2:12])[CH:6]=[C:7]2[C:11]=1[NH:10][CH:9]=[CH:8]2.[N-:13]([C:16]#[N:17])[C:14]#[N:15].[Na+]>CN(C)C=O>[C:14]([N:13]=[C:16]([NH2:17])[NH:12][C:5]1[CH:6]=[C:7]2[C:11](=[C:3]([I:2])[CH:4]=1)[NH:10][CH:9]=[CH:8]2)#[N:15] |f:0.1,2.3|. Procedure details: A solution of carbonyl diimidazole (8.00 g) and 2-{[4-(2,3-dichlorophenyl)-3-ethoxycarbonyl-5-methoxycarbonyl-6-methyl-1,4-dihydropyrid-2-yl]methoxy}acetic acid (20.00 g) (see European patent application publication No. 0100189) in dichloromethane (400 ml) was stirred at room temperature under nitrogen for 2 hours and then added to a solution of pyridine (3.60 g) and 2,2-dimethyl-1,3-dioxan-4,6-dione (6.50 g) in dichloromethane over 5 minutes. The mixture was stirred at room temperature for 2 da... Run at time 2 day. Reactants: C(=O)(C=1NC=CN1)C=1NC=CN1 (carbonyl diimidazole), ClC1=C(C=CC=C1Cl)C1C(=C(NC(=C1C(=O)OC)C)COCC(=O)O)C(=O)OCC (2-{[4-(2,3-dichlorophenyl)-3-ethoxycarbonyl-5-methoxycarbonyl-6-methyl-1,4-dihydropyrid-2-yl]methoxy}acetic acid), N1=CC=CC=C1 (pyridine), CC1(OC(CC(O1)=O)=O)C (2,2-dimethyl-1,3-dioxan-4,6-dione). RXN SMILES: [C:1](C1NC=CN=1)(C1NC=CN=1)=O.[Cl:13][C:14]1[C:19]([Cl:20])=[CH:18][CH:17]=[CH:16][C:15]=1[CH:21]1[C:26]([C:27]([O:29][CH3:30])=[O:28])=[C:25]([CH3:31])[NH:24][C:23]([CH2:32][O:33][CH2:34][C:35](O)=[O:36])=[C:22]1[C:38]([O:40][CH2:41][CH3:42])=[O:39].N1C=CC=CC=1.CC1(C)OC(=O)CC(=O)O1>ClCCl>[Cl:13][C:14]1[C:19]([Cl:20])=[CH:18][CH:17]=[CH:16][C:15]=1[CH:21]1[C:26]([C:27]([O:29][CH3:30])=[O:28])=[C:25]([CH3:31])[NH:24][C:23]([CH2:32][O:33][CH2:34][C:35]([CH3:1])=[O:36])=[C:22]1[C:38]([O:40][CH2:41][CH3:42])=[O:39]. The product is ClC1=C(C=CC=C1Cl)C1C(=C(NC(=C1C(=O)OC)C)COCC(=O)C)C(=O)OCC (1-{[4-(2,3-Dichlorophenyl)-3-ethoxycarbonyl-5-methoxycarbonyl-6-methyl-1,4-dihydropyrid-2-yl]methoxy}acetone). The solvent is ClCCl (dichloromethane), ClCCl (dichloromethane). The yield is 32.6%. Starting materials: [Al+3], C1CCOC1, COC(=O)c1ccc(-c2cc(OC)ccc2F)c(C2CCCC2C)c1, [H-], [H-], [H-], [H-], [Li+]. Yields the product COc1ccc(F)c(-c2ccc(CO)cc2C2CCCC2C)c1. As a reaction SMILES: [Al+3:27].[CH2:32]1[O:33][CH2:34][CH2:35][CH2:36]1.[F:1][c:2]1[c:3](-[c:10]2[c:11]([CH:20]3[CH:21]([CH3:25])[CH2:22][CH2:23][CH2:24]3)[cH:12][c:13]([C:16](=[O:17])[O:18][CH3:19])[cH:14][cH:15]2)[cH:4][c:5]([O:8][CH3:9])[cH:6][cH:7]1.[H-:26].[H-:29].[H-:30].[H-:31].[Li+:28]>>[F:1][c:2]1[c:3](-[c:10]2[c:11]([CH:20]3[CH:21]([CH3:25])[CH2:22][CH2:23][CH2:24]3)[cH:12][c:13]([CH2:16][OH:17])[cH:14][cH:15]2)[cH:4][c:5]([O:8][CH3:9])[cH:6][cH:7]1.